Task: describe an organic reaction: reactants, conditions, products, and yield. Dataset: the Open Reaction Database (ORD), a public repository of structured organic reaction records The reactants are Cl(=O)[O-].[Na+] (sodium chlorite), C(#N)C=1C=C(C=CC1)C1=CC=C(C=C1)C1=N[C@H](C=2N(C3=C1C(=C(S3)C=O)C)C(=NN2)C)CC(=O)OC (methyl (S)-{4-(3′-cyanobiphenyl-4-yl)-2-formyl-3,9-dimethyl-6H-thieno[3,2-f][1,2,4]triazolo[4,3-a][1,4]diazepin-6-yl}acetate), P(=O)(O)(O)[O-].[Na+] (sodium dihydrogen phosphate), OO (hydrogen peroxide), S(=O)([O-])[O-].[Na+].[Na+] (sodium sulfite). Run in O (water), C(C)#N (acetonitrile). Reaction conditions: time 1 hour. The product is C(#N)C=1C=C(C=CC1)C1=CC=C(C=C1)C1=N[C@H](C=2N(C3=C1C(=C(S3)C(=O)O)C)C(=NN2)C)CC(=O)OC ((S)-4-(3′-cyanobiphenyl-4-yl)-6-methoxycarbonylmethyl-3,9-dimethyl-6H-thieno[3,2-f][1,2,4]triazolo[4,3-a][1,4]diazepin-2-carboxylic acid). Isolated yield 91.6%. Reaction SMILES: [C:1]([C:3]1[CH:4]=[C:5]([C:9]2[CH:14]=[CH:13][C:12]([C:15]3[C:21]4[C:22]([CH3:27])=[C:23]([CH:25]=[O:26])[S:24][C:20]=4[N:19]4[C:28]([CH3:31])=[N:29][N:30]=[C:18]4[C@H:17]([CH2:32][C:33]([O:35][CH3:36])=[O:34])[N:16]=3)=[CH:11][CH:10]=2)[CH:6]=[CH:7][CH:8]=1)#[N:2].P([O-])(O)(O)=[O:38].[Na+].OO.Cl([O-])=O.[Na+].S([O-])([O-])=O.[Na+].[Na+]>C(#N)C.O>[C:1]([C:3]1[CH:4]=[C:5]([C:9]2[CH:10]=[CH:11][C:12]([C:15]3[C:21]4[C:22]([CH3:27])=[C:23]([C:25]([OH:38])=[O:26])[S:24][C:20]=4[N:19]4[C:28]([CH3:31])=[N:29][N:30]=[C:18]4[C@H:17]([CH2:32][C:33]([O:35][CH3:36])=[O:34])[N:16]=3)=[CH:13][CH:14]=2)[CH:6]=[CH:7][CH:8]=1)#[N:2] |f:1.2,4.5,6.7.8|. Reported procedure: To a mixture of methyl (S)-{4-(4-chlorophenyl)-2-formyl-3,9-dimethyl-6H-thieno[3,2-f][1,2,4]triazolo[4,3-a][1,4]diazepin-6-yl}acetate (429 mg) synthesized in Example 342 as an intermediate, palladium acetate (11 mg), 2-(di-tert-butylphosphino)biphenyl (30 mg), potassium fluoride (349 mg) and 3-cyanophenylboronic acid (441 mg) was added tetrahydrofuran (4 mL), and the mixture was heated under reflux for 6 hr. After cooling, water was added, and the mixture was extracted with ethyl acetate. The or... The product is O=C(Nc1ccc(C(=O)N2Cc3ccccc3-c3ccccc32)cc1)c1ccc(Cl)c(Cl)c1. Starting materials: O=C(Cl)c1ccc(Cl)c(Cl)c1, Cl, Nc1ccc(C(=O)N2Cc3ccccc3-c3ccccc32)cc1, c1ccncc1. Reaction SMILES: [Cl:24][c:25]1[cH:26][c:27]([C:28](=[O:29])[Cl:30])[cH:31][cH:32][c:33]1[Cl:34].[ClH:35].[NH2:1][c:2]1[cH:3][cH:4][c:5]([C:6](=[O:7])[N:8]2[c:9]3[cH:10][cH:11][cH:12][cH:13][c:14]3-[c:15]3[cH:16][cH:17][cH:18][cH:19][c:20]3[CH2:21]2)[cH:22][cH:23]1.[cH:36]1[cH:37][cH:38][n:39][cH:40][cH:41]1>>[NH:1]([c:2]1[cH:3][cH:4][c:5]([C:6](=[O:7])[N:8]2[c:9]3[cH:10][cH:11][cH:12][cH:13][c:14]3-[c:15]3[cH:16][cH:17][cH:18][cH:19][c:20]3[CH2:21]2)[cH:22][cH:23]1)[C:28]([c:27]1[cH:26][c:25]([Cl:24])[c:33]([Cl:34])[cH:32][cH:31]1)=[O:29]. Reactants: BrC1=C(C=C(C=C1)C)F (1-bromo-2-fluoro-4-methylbenzene), C(#N)[Cu] (CuCN), N (ammonia), C(C)OCC (diethyl ether). Solvent: CN(C)C=O (DMF). Run at time 1 hour. The product is FC1=C(C#N)C=CC(=C1)C (2-fluoro-4-methylbenzonitrile). Yield: 88.0%. RXN SMILES: Br[C:2]1[CH:7]=[CH:6][C:5]([CH3:8])=[CH:4][C:3]=1[F:9].[C:10]([Cu])#[N:11].N.C(OCC)C>CN(C=O)C>[F:9][C:3]1[CH:4]=[C:5]([CH3:8])[CH:6]=[CH:7][C:2]=1[C:10]#[N:11]. Procedure details: A mixture of 1-bromo-2-fluoro-4-methylbenzene (70 g, 370 mmol) and CuCN (50 g, 555 mmol) in DMF (300 mL) was heated at reflux for 24 h. After cooling to RT, concentrated aqueous ammonia (300 mL) and diethyl ether (200 mL) were added and the mixture stirred for 1 h. The mixture was extracted with diethyl ether (3×200 mL). The combined organic layers were washed with brine (3×200 mL) and dried over sodium sulfate. Solvent was removed in vacuo to give the product (44 g, 88%) as pale yellow solid. M...